This data is from the Open Reaction Database (ORD), a public repository of structured organic reaction records. The task is: describe an organic reaction: reactants, conditions, products, and yield Reactants: CCOC(=O)Cc1ccc(C2=CCCCC2)cc1, CCO, [Na+], [OH-]. Yields the product O=C(O)Cc1ccc(C2=CCCCC2)cc1. RXN SMILES: [C:1]1([c:7]2[cH:8][cH:9][c:10]([CH2:13][C:14](=[O:15])[O:16][CH2:17][CH3:18])[cH:11][cH:12]2)=[CH:2][CH2:3][CH2:4][CH2:5][CH2:6]1.[CH3:21][CH2:22][OH:23].[Na+:20].[OH-:19]>>[C:1]1([c:7]2[cH:8][cH:9][c:10]([CH2:13][C:14](=[O:15])[OH:16])[cH:11][cH:12]2)=[CH:2][CH2:3][CH2:4][CH2:5][CH2:6]1. Reactants: [BH4-], CO, COC(=O)COCCCCN1C(=O)CCCC1C=CC(=O)Cc1ccccc1, ClCCl, [Na+]. Yields the product COC(=O)COCCCCN1C(=O)CCCC1C=CC(O)Cc1ccccc1. Reaction SMILES: [BH4-:1].[CH3:3][OH:4].[CH3:5][O:6][C:7]([CH2:8][O:9][CH2:10][CH2:11][CH2:12][CH2:13][N:14]1[C:15](=[O:31])[CH2:16][CH2:17][CH2:18][CH:19]1[CH:20]=[CH:21][C:22]([CH2:23][c:24]1[cH:25][cH:26][cH:27][cH:28][cH:29]1)=[O:30])=[O:32].[Cl:33][CH2:34][Cl:35].[Na+:2]>>[CH3:5][O:6][C:7]([CH2:8][O:9][CH2:10][CH2:11][CH2:12][CH2:13][N:14]1[C:15](=[O:31])[CH2:16][CH2:17][CH2:18][CH:19]1[CH:20]=[CH:21][CH:22]([CH2:23][c:24]1[cH:25][cH:26][cH:27][cH:28][cH:29]1)[OH:30])=[O:32]. The reactants are N1CCC=2C1=CC=1CCNC1C2 (1,2,3,5,6,7-hexahydro-pyrrolo[2,3-f]indole), ClC1=NC=NC2=CC(=C(C=C12)OC)OC (4-chloro-6,7-dimethoxy-quinazoline). Run in CN(C)C=O (DMF). Product: COC=1C=C2C(=NC=NC2=CC1OC)N1CCC=2C1=CC=1CCNC1C2 (1-(6,7-Dimethoxy-quinazolin-4-yl)-1,2,3,5,6,7-hexahydro-pyrrolo[2,3-f]indole). Yield: 65.0%. Reaction SMILES: [NH:1]1[C:5]2=[CH:6][C:7]3[CH2:8][CH2:9][NH:10][C:11]=3[CH:12]=[C:4]2[CH2:3][CH2:2]1.Cl[C:14]1[C:23]2[C:18](=[CH:19][C:20]([O:26][CH3:27])=[C:21]([O:24][CH3:25])[CH:22]=2)[N:17]=[CH:16][N:15]=1>CN(C=O)C>[CH3:25][O:24][C:21]1[CH:22]=[C:23]2[C:18](=[CH:19][C:20]=1[O:26][CH3:27])[N:17]=[CH:16][N:15]=[C:14]2[N:1]1[C:5]2=[CH:6][C:7]3[CH2:8][CH2:9][NH:10][C:11]=3[CH:12]=[C:4]2[CH2:3][CH2:2]1. Procedure details: Utilizing a procedure analogous to that described in Example 24, this product was prepared in 65% yield from 1,2,3,5,6,7-hexahydro-pyrrolo[2,3-f]indole (1.7 eq.), and 4-chloro-6,7-dimethoxy-quinazoline (1.0 eq) in DMF. (LC-MS: 349 (MH+); RP18-HPLC RT: 3.51 min) Starting materials: FC(C=1C=C(C=C(C1)C(F)(F)F)[C@@H](C)O[C@@H]1[C@H]([C@@H]2CN(C[C@H]2CC1)C1=CC(CC1)=O)C1=CC=C(C=C1)F)(F)F (3-[(3aR,4R,5S,7aS)-5-{(1R)-1-[3,5-bis(Trifluoromethyl)phenyl]ethoxy}-4-(4-fluorophenyl)-octahydro-2H-isoindol-2-yl]cyclopent-2-en-1-one), solution, C[Si](C)(C)[N-][Si](C)(C)C.[K+] (KHMDS), C1CCOC1 (THF). Reaction conditions: temperature -78 celsius, time 2 hour. The product is FC(C=1C=C(C=C(C1)C(F)(F)F)[C@@H](C)O[C@@H]1[C@H]([C@@H]2CN(C[C@H]2CC1)C1=CC(C(C1)O)=O)C1=CC=C(C=C1)F)(F)F (3-[(3aR,4R,5S,7aS)-5-{(1R)-1-[3,5-bis(Trifluoromethyl)phenyl]ethoxy}-4-(4-fluorophenyl)-octahydro-2H-isoindol-2-yl]-5-hydroxycyclopent-2-en-1-one). Reaction SMILES: [F:1][C:2]([F:39])([F:38])[C:3]1[CH:4]=[C:5]([C@H:13]([O:15][C@H:16]2[CH2:24][CH2:23][C@H:22]3[C@@H:18]([CH2:19][N:20]([C:25]4[CH2:29][CH2:28][C:27](=[O:30])[CH:26]=4)[CH2:21]3)[C@@H:17]2[C:31]2[CH:36]=[CH:35][C:34]([F:37])=[CH:33][CH:32]=2)[CH3:14])[CH:6]=[C:7]([C:9]([F:12])([F:11])[F:10])[CH:8]=1.C[Si]([N-][Si](C)(C)C)(C)C.[K+].C1C[O:53]CC1>>[F:39][C:2]([F:1])([F:38])[C:3]1[CH:4]=[C:5]([C@H:13]([O:15][C@H:16]2[CH2:24][CH2:23][C@H:22]3[C@@H:18]([CH2:19][N:20]([C:25]4[CH2:29][CH:28]([OH:53])[C:27](=[O:30])[CH:26]=4)[CH2:21]3)[C@@H:17]2[C:31]2[CH:36]=[CH:35][C:34]([F:37])=[CH:33][CH:32]=2)[CH3:14])[CH:6]=[C:7]([C:9]([F:11])([F:10])[F:12])[CH:8]=1 |f:1.2|. Procedure: To a solution of 20 mg (0.07 mmol) of 3-[(3aR,4R,5S,7aS)-5-{(1R)-1-[3,5-bis(trifluoromethyl)phenyl]ethoxy}-4-(4-fluorophenyl)octahydro-2H-isoindol-2-yl]cyclopent-2-en-1-one (Example 7) and 170 mg (0.39 mmol) MoOPH in ˜2 mL dry THF under nitrogen atmosphere at −78° C. was added ×0.076 mL (0.15 mmol) of 2.0 M solution of KHMDS. The resulting mixture was stirred at −78° C. for 2 hr then quenched by the addition of sat. aq. NH4Cl. The mixture was extracted with EtOAc. The combined organic extracts w... Reactants: CC1=NN(C2=CC=CC(=C12)NC(=O)C1=CN=C2N1C=CC(=C2)CC=O)CC2=NC(=CC=C2)C (N-(3-methyl-1-((6-methylpyridin-2-yl)methyl)-1H-indazol-4-yl)-7-(2-oxoethyl)imidazo[1,2-a]pyridine-3-carboxamide), CN1CCNCC1 (1-methylpiperazine). Yields the product CC1=NN(C2=CC=CC(=C12)NC(=O)C1=CN=C2N1C=CC(=C2)CCN2CCN(CC2)C)CC2=NC(=CC=C2)C (N-(3-methyl-1-((6-methylpyridin-2-yl)methyl)-1H-indazol-4-yl)-7-(2-(4-methylpiperazin-1-yl)ethyl)imidazo[1,2-a]pyridine-3-carboxamide). RXN SMILES: [CH3:1][C:2]1[C:10]2[C:5](=[CH:6][CH:7]=[CH:8][C:9]=2[NH:11][C:12]([C:14]2[N:18]3[CH:19]=[CH:20][C:21]([CH2:23][CH:24]=O)=[CH:22][C:17]3=[N:16][CH:15]=2)=[O:13])[N:4]([CH2:26][C:27]2[CH:32]=[CH:31][CH:30]=[C:29]([CH3:33])[N:28]=2)[N:3]=1.[CH3:34][N:35]1[CH2:40][CH2:39][NH:38][CH2:37][CH2:36]1>>[CH3:1][C:2]1[C:10]2[C:5](=[CH:6][CH:7]=[CH:8][C:9]=2[NH:11][C:12]([C:14]2[N:18]3[CH:19]=[CH:20][C:21]([CH2:23][CH2:24][N:38]4[CH2:39][CH2:40][N:35]([CH3:34])[CH2:36][CH2:37]4)=[CH:22][C:17]3=[N:16][CH:15]=2)=[O:13])[N:4]([CH2:26][C:27]2[CH:32]=[CH:31][CH:30]=[C:29]([CH3:33])[N:28]=2)[N:3]=1. Reported procedure: Prepared according to procedure for Example 72 from N-(3-methyl-1-((6-methylpyridin-2-yl)methyl)-1H-indazol-4-yl)-7-(2-oxoethyl)imidazo[1,2-a]pyridine-3-carboxamide and 1-methylpiperazine. MS (ES+APCI) m/z=523 (M+H) detected. Starting materials: O=P(Cl)(Cl)Cl (POCl3), C(C1=CC=CC=C1)SC1=CC=C2C(NC=NC2=C1)=O (7-(benzylthio)quinazolin-4(3H)-one), CCN(C(C)C)C(C)C (Hunig's base). The solvent is ClCCCl (DCE). Run at time 2 hour. Yields the product C(C1=CC=CC=C1)SC1=CC=C2C(=NC=NC2=C1)Cl (7-(benzylthio)-4-chloroquinazoline). Reaction SMILES: [CH2:1]([S:8][C:9]1[CH:18]=[C:17]2[C:12]([C:13](=O)[NH:14][CH:15]=[N:16]2)=[CH:11][CH:10]=1)[C:2]1[CH:7]=[CH:6][CH:5]=[CH:4][CH:3]=1.O=P(Cl)(Cl)[Cl:22].CCN(C(C)C)C(C)C>ClCCCl>[CH2:1]([S:8][C:9]1[CH:18]=[C:17]2[C:12]([C:13]([Cl:22])=[N:14][CH:15]=[N:16]2)=[CH:11][CH:10]=1)[C:2]1[CH:7]=[CH:6][CH:5]=[CH:4][CH:3]=1. Procedure: A flask was charged with 7-(benzylthio)quinazolin-4(3H)-one (5.0 g, 18.63 mmol) and DCE (93 ml). POCl3 (5.21 ml, 55.9 mmol) was added, followed by Hunig's base (16.27 ml, 93 mmol). The flask was fitted with a reflux condensor, and the reaction was for two hours at 90° C. The reaction was washed with water and the layers were separated. The aqueous layer was extracted with ethyl acetate, and the combined organic layers were washed with brine, dried over sodium sulfate, filtered, and concentrated.... Starting materials: CC1=CC=C(S1)C(=S)[O-] (5-methylthiothiophene-2-carboxylate), NC(C=1C=C(SC1C)C(=S)OC)=S (methyl 4-(aminothioxomethyl)-5-methylthiothiophene-2-carboxylate), COC=1C=C(C=CC1OC)C(CBr)=O (1-(3,4-dimethoxyphenyl)-2-bromoethan-1-one). Yields the product COC=1C=C(C=CC1OC)C=1N=C(SC1)C=1C=C(SC1C)C(=S)OC (methyl 4-[4-(3,4-dimethoxyphenyl)(1,3-thiazol-2-yl)]-5-methylthiothiophene-2-carboxylate). Isolated yield 89.2%. As a reaction SMILES: CC1SC(C([O-])=S)=CC=1.[NH2:10][C:11](=[S:22])[C:12]1[CH:13]=[C:14]([C:18]([O:20][CH3:21])=[S:19])[S:15][C:16]=1[CH3:17].[CH3:23][O:24][C:25]1[CH:26]=[C:27]([C:33](=O)[CH2:34]Br)[CH:28]=[CH:29][C:30]=1[O:31][CH3:32]>>[CH3:23][O:24][C:25]1[CH:26]=[C:27]([C:33]2[N:10]=[C:11]([C:12]3[CH:13]=[C:14]([C:18]([O:20][CH3:21])=[S:19])[S:15][C:16]=3[CH3:17])[S:22][CH:34]=2)[CH:28]=[CH:29][C:30]=1[O:31][CH3:32]. Procedure: Methyl 4-4-(3,4-dimetioxyphenyl)(1,3-thiazol-2-yl)]-5-methylthiothiophene-2-carboxylate: 105 mg (0.424 mmol) of methyl 4-(aminothioxomethyl)-5-methylthiothiophene-2-carboxylate (Maybridge Chemical Co. LTD., Cornwall, U.K.) was reacted with 1-(3,4-dimethoxyphenyl)-2-bromoethan-1-one (0.467 mmol; 120 mg) in a manner similar to Example 22, step (a) to afford 148 mg (85% yield) of methyl 4-[4-(3,4-dimethoxyphenyl)(1,3-thiazol-2-yl)]-5-methylthiothiophene-2-carboxylate. Starting materials: CCC(CC)c1cc(C)nn2c(-c3cc(Br)sc3C)c(C)nc12, C1CCOC1, [I-], [Zn+]c1ccccc1. The product is CCC(CC)c1cc(C)nn2c(-c3cc(-c4ccccc4)sc3C)c(C)nc12. RXN SMILES: [Br:1][c:2]1[cH:3][c:4](-[c:8]2[c:9]([CH3:23])[n:10][c:11]3[n:12]2[n:13][c:14]([CH3:22])[cH:15][c:16]3[CH:17]([CH2:18][CH3:19])[CH2:20][CH3:21])[c:5]([CH3:7])[s:6]1.[CH2:32]1[O:33][CH2:34][CH2:35][CH2:36]1.[I-:24].[c:25]1([Zn+:31])[cH:26][cH:27][cH:28][cH:29][cH:30]1>>[c:2]1(-[c:25]2[cH:26][cH:27][cH:28][cH:29][cH:30]2)[cH:3][c:4](-[c:8]2[c:9]([CH3:23])[n:10][c:11]3[n:12]2[n:13][c:14]([CH3:22])[cH:15][c:16]3[CH:17]([CH2:18][CH3:19])[CH2:20][CH3:21])[c:5]([CH3:7])[s:6]1. Reactants: C1(=CC=CC=C1)S(=O)(=O)O.ClC=1C=C(C=NC1Cl)N1C[C@@H]2CN[C@@H]2C1 ((1S,5S)-3-(5,6-dichloropyridin-3-yl)-3,6-diazabicyclo[3.2.0]heptane benzenesulfonate), [OH-].[K+] (potassium hydroxide). Run in C(Cl)Cl (methylene chloride). Run at temperature 80 celsius. Yields the product ClC=1C=C(C=NC1Cl)N1C[C@@H]2CN[C@@H]2C1 ((1S,5S)-3-(5,6-Dichloro-pyridin-3-yl)-3,6-diaza-bicyclo[3.2.0]heptane). As a reaction SMILES: C1(S(O)(=O)=O)C=CC=CC=1.[Cl:11][C:12]1[CH:13]=[C:14]([N:19]2[CH2:25][C@@H:24]3[C@@H:21]([CH2:22][NH:23]3)[CH2:20]2)[CH:15]=[N:16][C:17]=1[Cl:18].[OH-].[K+]>C(Cl)Cl>[Cl:11][C:12]1[CH:13]=[C:14]([N:19]2[CH2:25][C@@H:24]3[C@@H:21]([CH2:22][NH:23]3)[CH2:20]2)[CH:15]=[N:16][C:17]=1[Cl:18] |f:0.1,2.3|. Reported procedure: (1S,5S)-3-(5,6-dichloropyridin-3-yl)-3,6-diazabicyclo[3.2.0]heptane benzenesulfonate (250 g) was suspended in methylene chloride (1000 mL). 20% aqueous potassium hydroxide (700 mL) was added and, after mixing and settling, the layers were separated. The organic layer was washed two more times with 700 mL 20% aqueous potassium hydroxide, followed by a 700 mL water wash. The combined organic layers were dried over sodium sulfate and then concentrated to an oil. The residue was dissolved in isoprop... Reactants: CC(C)(C)OC(=O)N1CC(C(=O)O)C1, ClCCCl, ClCCl, Cl, CCC(=O)CCCCCC(N)c1nc(Br)cn1COCC[Si](C)(C)C, CN(C)C=O, On1nnc2ccccc21. The product is CCC(=O)CCCCCC(NC(=O)C1CN(C(=O)OC(C)(C)C)C1)c1nc(Br)cn1COCC[Si](C)(C)C. RXN SMILES: [C:1]([CH3:2])([CH3:3])([CH3:4])[O:5][C:6](=[O:7])[N:8]1[CH2:9][CH:10]([C:12](=[O:13])[OH:14])[CH2:11]1.[CH2:15]([Cl:16])[CH2:17][Cl:18].[Cl:60][CH2:61][Cl:62].[ClH:19].[NH2:30][CH:31]([CH2:32][CH2:33][CH2:34][CH2:35][CH2:36][C:37]([CH2:38][CH3:39])=[O:40])[c:41]1[n:42]([CH2:47][O:48][CH2:49][CH2:50][Si:51]([CH3:52])([CH3:53])[CH3:54])[cH:43][c:44]([Br:46])[n:45]1.[O:55]=[CH:56][N:57]([CH3:58])[CH3:59].[OH:20][n:21]1[c:22]2[c:23]([cH:24][cH:25][cH:26][cH:27]2)[n:28][n:29]1>>[C:1]([CH3:2])([CH3:3])([CH3:4])[O:5][C:6](=[O:7])[N:8]1[CH2:9][CH:10]([C:12](=[O:14])[NH:30][CH:31]([CH2:32][CH2:33][CH2:34][CH2:35][CH2:36][C:37]([CH2:38][CH3:39])=[O:40])[c:41]2[n:42]([CH2:47][O:48][CH2:49][CH2:50][Si:51]([CH3:52])([CH3:53])[CH3:54])[cH:43][c:44]([Br:46])[n:45]2)[CH2:11]1.